Dataset: the Open Reaction Database (ORD), a public repository of structured organic reaction records. Task: describe an organic reaction: reactants, conditions, products, and yield Starting materials: CSC1=CC=C(C=C1)B(O)O ([4-(methylthio)phenyl]boronic acid), BrC1=CC=C(C=N1)OCC1CCN(CC1)C(=O)OC(C)C (1-Methylethyl 4-{[(6-bromo-3-pyridinyl)oxy]methyl}-1-piperidinecarboxylate), C(=O)([O-])[O-].[Na+].[Na+] (Na2CO3). The reagents and catalysts are Cl[Pd]([P](C1=CC=CC=C1)(C2=CC=CC=C2)C3=CC=CC=C3)([P](C4=CC=CC=C4)(C5=CC=CC=C5)C6=CC=CC=C6)Cl (PdCl2(PPh3)2). The solvent is COCCOC (DME). Reaction conditions: temperature 120 celsius. The product is CSC1=CC=C(C=C1)C1=CC=C(C=N1)OCC1CCN(CC1)C(=O)OC(C)C (1-methylethyl 4-[({6-[4-(methylthio)phenyl]-3-pyridinyl}oxy)methyl]-1-piperidinecarboxylate). Yield: 89.6%. As a reaction SMILES: [CH3:1][S:2][C:3]1[CH:8]=[CH:7][C:6](B(O)O)=[CH:5][CH:4]=1.Br[C:13]1[N:18]=[CH:17][C:16]([O:19][CH2:20][CH:21]2[CH2:26][CH2:25][N:24]([C:27]([O:29][CH:30]([CH3:32])[CH3:31])=[O:28])[CH2:23][CH2:22]2)=[CH:15][CH:14]=1.C([O-])([O-])=O.[Na+].[Na+]>Cl[Pd](Cl)([P](C1C=CC=CC=1)(C1C=CC=CC=1)C1C=CC=CC=1)[P](C1C=CC=CC=1)(C1C=CC=CC=1)C1C=CC=CC=1.COCCOC>[CH3:1][S:2][C:3]1[CH:8]=[CH:7][C:6]([C:13]2[N:18]=[CH:17][C:16]([O:19][CH2:20][CH:21]3[CH2:22][CH2:23][N:24]([C:27]([O:29][CH:30]([CH3:32])[CH3:31])=[O:28])[CH2:25][CH2:26]3)=[CH:15][CH:14]=2)=[CH:5][CH:4]=1 |f:2.3.4,^1:41,60|. Procedure details: A mixture of [4-(methylthio)phenyl]boronic acid (66 mg, 0.39 mmol), 1-methylethyl 4-{[(6-bromo-3-pyridinyl)oxy]methyl}-1-piperidinecarboxylate (prepared as in Example 81, Step 1, 140 mg, 0.39 mmol), PdCl2(PPh3)2 (50 mg), 2M Na2CO3 (1 mL) and DME (2 mL) was stirred and heated in a microwave at 120° C. for 10 min, cooled to ambient temperature, and the organics were separated. The aqueous phase was washed with EtOAc. The organics were combined, dried over MgSO4, filtered, and the filtrate was conc... Reactants: CC=1C=C(C=C2C=CC(NC12)=O)N1C(=NC(=C1)C)C (8-methyl-6-(2,4-dimethylimidazol-1-yl)-2-(1H)-quinolone), CS(=O)(=O)O (methanesulphonic acid), C(C)(=O)OCC (Ethyl acetate). Solvent: CO (methanol). Yields the product CS(=O)(=O)O.CC=1C=C(C=C2C=CC(NC12)=O)N1C(=NC(=C1)C)C (8-methyl-6-(2,4-dimethylimidazol-1-yl)-2-(1H)-quinolone, methanesulphonate salt). Reaction SMILES: [CH3:1][C:2]1[CH:3]=[C:4]([N:13]2[CH:17]=[C:16]([CH3:18])[N:15]=[C:14]2[CH3:19])[CH:5]=[C:6]2[C:11]=1[NH:10][C:9](=[O:12])[CH:8]=[CH:7]2.[CH3:20][S:21]([OH:24])(=[O:23])=[O:22].C(OCC)(=O)C>CO>[CH3:20][S:21]([OH:24])(=[O:23])=[O:22].[CH3:1][C:2]1[CH:3]=[C:4]([N:13]2[CH:17]=[C:16]([CH3:18])[N:15]=[C:14]2[CH3:19])[CH:5]=[C:6]2[C:11]=1[NH:10][C:9](=[O:12])[CH:8]=[CH:7]2 |f:4.5|. Reported procedure: A stirred solution of 8-methyl-6-(2,4-dimethylimidazol-1-yl)-2-(1H)-quinolone (365.7 g) in methanol (914 cm3) at 60° was treated with methanesulphonic acid (141.9 g) over 5 minutes. Ethyl acetate (3.4 l) was added and the solution was allowed to cool to room temperature for 1 hour followed by cooling in an ice bath for 2 hours. The solid was filtered off, washed with ethyl acetate (450 cm3) and dried in vacuo at 50° to afford the title compound, m.p. 282°-284°. Starting materials: OCC=1C(=NC=CC1)C1=CC=NN1CC(=O)OCC (ethyl 2-(5-(3-(hydroxymethyl)pyridin-2-yl)-1H-pyrazol-1-yl)acetate), O=S(Cl)Cl (SOCl2). The solvent is C(Cl)Cl (DCM). Reaction conditions: time 4 hour. Yields the product Cl.ClCC=1C(=NC=CC1)C1=CC=NN1CC(=O)OCC (ethyl 2-(5-(3-(chloromethyl)pyridin-2-yl)-1H-pyrazol-1-yl)acetate hydrochloride). As a reaction SMILES: O[CH2:2][C:3]1[C:4]([C:9]2[N:13]([CH2:14][C:15]([O:17][CH2:18][CH3:19])=[O:16])[N:12]=[CH:11][CH:10]=2)=[N:5][CH:6]=[CH:7][CH:8]=1.O=S(Cl)[Cl:22]>C(Cl)Cl>[ClH:22].[Cl:22][CH2:2][C:3]1[C:4]([C:9]2[N:13]([CH2:14][C:15]([O:17][CH2:18][CH3:19])=[O:16])[N:12]=[CH:11][CH:10]=2)=[N:5][CH:6]=[CH:7][CH:8]=1 |f:3.4|. Reported procedure: To ethyl 2-(5-(3-(hydroxymethyl)pyridin-2-yl)-1H-pyrazol-1-yl)acetate (182 mg, 0.70 mmol) in DCM (10 mL) was added SOCl2 (3.0 mL) at rt. The reaction mixture was stirred at rt for 4 h and concentrated to dryness. The crude solid was suspended in toluene and concentrated to dryness. The process was repeated three times and dried under vacuum to give ethyl 2-(5-(3-(chloromethyl)pyridin-2-yl)-1H-pyrazol-1-yl)acetate hydrochloride (220 mg) as an off-white solid, which was used for next step without ... The reactants are C(C)(C)(C)OC(=O)NC[C@@H]1CC[C@H](CC1)C(=O)N1CCN(CC1)S(=O)(=O)C1=CC2=CC=C(C=C2C=C1)Cl (1-(trans-4-tert-butoxycarbonylaminomethylcyclohexane-1-carbonyl)-4-(6-chloronaphthalene-2-sulfonyl)piperazine). The solvent is Cl.C(C)(=O)OCC (HCl ethyl acetate). Reaction conditions: time 1 hour. The product is Cl.NC[C@@H]1CC[C@H](CC1)C(=O)N1CCN(CC1)S(=O)(=O)C1=CC2=CC=C(C=C2C=C1)Cl (1-(trans-4-Aminomethylcyclohexane-1-carbonyl)-4-(6-chloronaphthalene-2-sulfonyl)piperazine hydrochloride). As a reaction SMILES: C(OC([NH:8][CH2:9][C@H:10]1[CH2:15][CH2:14][C@H:13]([C:16]([N:18]2[CH2:23][CH2:22][N:21]([S:24]([C:27]3[CH:36]=[CH:35][C:34]4[C:29](=[CH:30][CH:31]=[C:32]([Cl:37])[CH:33]=4)[CH:28]=3)(=[O:26])=[O:25])[CH2:20][CH2:19]2)=[O:17])[CH2:12][CH2:11]1)=O)(C)(C)C>Cl.C(OCC)(=O)C>[ClH:37].[NH2:8][CH2:9][C@H:10]1[CH2:15][CH2:14][C@H:13]([C:16]([N:18]2[CH2:23][CH2:22][N:21]([S:24]([C:27]3[CH:36]=[CH:35][C:34]4[C:29](=[CH:30][CH:31]=[C:32]([Cl:37])[CH:33]=4)[CH:28]=3)(=[O:25])=[O:26])[CH2:20][CH2:19]2)=[O:17])[CH2:12][CH2:11]1 |f:1.2,3.4|. Procedure: A mixture of 1-(trans-4-tert-butoxycarbonylaminomethylcyclohexane-1-carbonyl)-4-(6-chloronaphthalene-2-sulfonyl)piperazine (0. 7g) and 4 N HCl-ethyl acetate (10 ml) was stirred at room temperature for 1 hour, and the precipitated crystals of the title compound (0.48g) were filtered. Reactants: [Br-], C1CCOC1, CCC[Mg+], O=C1CC2CN(c3ccc(OC(F)(F)F)cc3)C(=O)C2C1, O. Yields the product CCCC1(O)CC2CN(c3ccc(OC(F)(F)F)cc3)C(=O)C2C1. As a reaction SMILES: [Br-:1].[CH2:28]1[O:29][CH2:30][CH2:31][CH2:32]1.[CH2:2]([CH2:3][CH3:4])[Mg+:5].[F:6][C:7]([O:8][c:9]1[cH:10][cH:11][c:12]([N:15]2[C:16](=[O:24])[CH:17]3[CH:18]([CH2:19]2)[CH2:20][C:21](=[O:23])[CH2:22]3)[cH:13][cH:14]1)([F:25])[F:26].[OH2:27]>>[CH2:2]([CH2:3][CH3:4])[C:21]1([OH:23])[CH2:20][CH:18]2[CH:17]([C:16](=[O:24])[N:15]([c:12]3[cH:11][cH:10][c:9]([O:8][C:7]([F:6])([F:25])[F:26])[cH:14][cH:13]3)[CH2:19]2)[CH2:22]1. The reactants are FC(C(=O)O)(F)F.CS(=O)(=O)C1=CC=C(OC2=C3C(=NC=N2)N(N=C3)C3CCNCC3)C=C1 (4-(4-methanesulfonyl-phenoxy)-1-piperidin-4-yl-1H-pyrazolo[3,4-d]pyrimidine trifluoroacetate salt), FC(C(=O)O)(F)F.CS(=O)(=O)C1=CC=C(OC2=C3C(=NC=N2)N(N=C3)C3CCNCC3)C=C1 (4-(4-methanesulfonyl-phenoxy)-1-piperidin-4-yl-1H-pyrazolo[3,4-d]pyrimidine trifluoroacetate salt), CC1=CC(=NO1)C(=O)O (5-methylisoxazole-3-carboxylic acid), [B-](F)(F)(F)F.CN(C)C(=[N+](C)C)ON1C(=O)CCC1=O (TSTU), C(C)(C)N(CC)C(C)C (diisopropylethylamine). Product: CS(=O)(=O)C1=CC=C(OC2=C3C(=NC=N2)N(N=C3)C3CCN(CC3)C(=O)C3=NOC(=C3)C)C=C1 ({4-[4-(4-Methanesulfonyl-phenoxy)-pyrazolo[3,4-d]pyrimidin-1-yl]-piperidin-1-yl}-(5-methyl-isoxazol-3-yl)-methanone). Yield: 22.3%. RXN SMILES: FC(F)(F)C(O)=O.[CH3:8][S:9]([C:12]1[CH:33]=[CH:32][C:15]([O:16][C:17]2[N:22]=[CH:21][N:20]=[C:19]3[N:23]([CH:26]4[CH2:31][CH2:30][NH:29][CH2:28][CH2:27]4)[N:24]=[CH:25][C:18]=23)=[CH:14][CH:13]=1)(=[O:11])=[O:10].[CH3:34][C:35]1[O:39][N:38]=[C:37]([C:40](O)=[O:41])[CH:36]=1.[B-](F)(F)(F)F.CN(C(ON1C(=O)CCC1=O)=[N+](C)C)C.C(N(C(C)C)CC)(C)C>>[CH3:8][S:9]([C:12]1[CH:13]=[CH:14][C:15]([O:16][C:17]2[N:22]=[CH:21][N:20]=[C:19]3[N:23]([CH:26]4[CH2:27][CH2:28][N:29]([C:40]([C:37]5[CH:36]=[C:35]([CH3:34])[O:39][N:38]=5)=[O:41])[CH2:30][CH2:31]4)[N:24]=[CH:25][C:18]=23)=[CH:32][CH:33]=1)(=[O:11])=[O:10] |f:0.1,3.4|. Procedure: {4-[4-(4-Methanesulfonyl-phenoxy)-pyrazolo[3,4-d]pyrimidin-1-yl]-piperidin-1-yl}-(5-methyl-isoxazol-3-yl)-methanone (14 mg, 22%) was prepared as a white solid using the conditions described in Example 152, by the reaction of 4-(4-methanesulfonyl-phenoxy)-1-piperidin-4-yl-1H-pyrazolo[3,4-d]pyrimidine trifluoroacetate salt (Intermediate 27, 63 mg, 0.13 mmol) with 5-methylisoxazole-3-carboxylic acid (available from Alfa Aesar, Ward Hill, Mass., USA; 20 mg, 0.16 mmol) in the presence of TSTU (O—(N-s...